From a dataset of the Open Reaction Database (ORD), a public repository of structured organic reaction records. describe an organic reaction: reactants, conditions, products, and yield Reactants: CS(=O)(=O)CCO, N#Cc1cccc(F)c1F, [H-], [Na+], CN(C)C=O. Yields the product N#Cc1cccc(F)c1O. As a reaction SMILES: [CH3:13][S:14](=[O:15])([CH2:16][CH2:17][OH:18])=[O:19].[F:3][c:4]1[c:5]([C:6]#[N:7])[cH:8][cH:9][cH:10][c:11]1[F:12].[H-:1].[Na+:2].[O:20]=[CH:21][N:22]([CH3:23])[CH3:24]>>[c:4]1([OH:15])[c:5]([C:6]#[N:7])[cH:8][cH:9][cH:10][c:11]1[F:12]. Reactants: NC1=C(C=C(C(=O)O)C=C1)[N+](=O)[O-] (4-amino-3-nitro-benzoic acid), NC=1SC(=C(N1)C)C (2-amino-4,5-dimethyl-thiazole), CN(C)C(=[N+](C)C)ON1C2=C(C=CC=C2)N=N1.[B-](F)(F)(F)F (TBTU). Run in CN(C)C=O (DMF). The product is CC=1N=C(SC1C)NC(C1=CC(=C(C=C1)N)[N+](=O)[O-])=O (4-Amino-3-nitro-benzoic acid (4,5-dimethyl-thiazol-2-yl) amide). RXN SMILES: [NH2:1][C:2]1[CH:10]=[CH:9][C:5]([C:6]([OH:8])=O)=[CH:4][C:3]=1[N+:11]([O-:13])=[O:12].[NH2:14][C:15]1[S:16][C:17]([CH3:21])=[C:18]([CH3:20])[N:19]=1.CN(C(ON1N=NC2C=CC=CC1=2)=[N+](C)C)C.[B-](F)(F)(F)F>CN(C=O)C>[CH3:20][C:18]1[N:19]=[C:15]([NH:14][C:6](=[O:8])[C:5]2[CH:9]=[CH:10][C:2]([NH2:1])=[C:3]([N+:11]([O-:13])=[O:12])[CH:4]=2)[S:16][C:17]=1[CH3:21] |f:2.3|. Reported procedure: Prepared analogously to example 3c with 4-amino-3-nitro-benzoic acid and 2-amino-4,5-dimethyl-thiazole using TBTU and TEA in DMF. Reactants: [Li]CCCC, CCCCCC, CCCC=O, [Cl-], O=S(=O)(Cc1cc(F)ccc1F)c1ccc(Cl)cc1, [NH4+], C1CCOC1. The product is CCCC(O)C(c1cc(F)ccc1F)S(=O)(=O)c1ccc(Cl)cc1. Reaction SMILES: [CH2:1]([Li:2])[CH2:3][CH2:4][CH3:5].[CH3:37][CH2:38][CH2:39][CH2:40][CH2:41][CH3:42].[CH:25]([CH2:26][CH2:27][CH3:28])=[O:29].[Cl-:30].[Cl:6][c:7]1[cH:8][cH:9][c:10]([S:13](=[O:14])(=[O:15])[CH2:16][c:17]2[c:18]([F:24])[cH:19][cH:20][c:21]([F:23])[cH:22]2)[cH:11][cH:12]1.[NH4+:31].[O:32]1[CH2:33][CH2:34][CH2:35][CH2:36]1>>[Cl:6][c:7]1[cH:8][cH:9][c:10]([S:13](=[O:14])(=[O:15])[CH:16]([c:17]2[c:18]([F:24])[cH:19][cH:20][c:21]([F:23])[cH:22]2)[CH:25]([CH2:26][CH2:27][CH3:28])[OH:29])[cH:11][cH:12]1. Reactants: [C@H]1(CCC2=CC=CC=C12)NC1=NC=2C=CC=C(C2C=C1)N ((R)—N2-Indan-1-yl-quinoline-2,5-diamine), C1(CC1)S(=O)(=O)Cl (cyclopropane sulfonylchloride). Solvent: N1=CC=CC=C1 (pyridine). Conditions: time 8 hour. Yields the product [C@H]1(CCC2=CC=CC=C12)NC1=NC2=CC=CC(=C2C=C1)NS(=O)(=O)C1CC1 (Cyclopropanesulfonic acid[2-((R)-indan-1-ylamino)-quinolin-5-yl]-amide), solid. The yield is 58.0%. RXN SMILES: [C@H:1]1([NH:10][C:11]2[CH:20]=[CH:19][C:18]3[C:17]([NH2:21])=[CH:16][CH:15]=[CH:14][C:13]=3[N:12]=2)[C:9]2[C:4](=[CH:5][CH:6]=[CH:7][CH:8]=2)[CH2:3][CH2:2]1.[CH:22]1([S:25](Cl)(=[O:27])=[O:26])[CH2:24][CH2:23]1>N1C=CC=CC=1>[C@H:1]1([NH:10][C:11]2[CH:20]=[CH:19][C:18]3[C:13](=[CH:14][CH:15]=[CH:16][C:17]=3[NH:21][S:25]([CH:22]3[CH2:24][CH2:23]3)(=[O:27])=[O:26])[N:12]=2)[C:9]2[C:4](=[CH:5][CH:6]=[CH:7][CH:8]=2)[CH2:3][CH2:2]1. Procedure: (R)—N2-Indan-1-yl-quinoline-2,5-diamine (200 mg, 0.73 mmol) was dissolved in 2 mL pyridine and cyclopropane sulfonylchloride (102 mg, 0.73 mmol) was added. The reaction mixture was stirred at room temperature overnight and quenched by addition of 50 mL water and acetic acid until pH 5. The mixture was extracted three times with ethyl acetate (50 mL each). The organic phases ware pooled, dried with sodium sulfate, filtered and evaporated. The residue was purified by flash chromatography on silica... Reactants: COC=1C(=NC=CC1)CC(=O)NC1=C(C(=CC=C1)B1OC(C(O1)(C)C)(C)C)C (2-(3-methoxypyridin-2-yl)-N-(2-methyl-3-(4,4,5,5-tetramethyl-1,3,2-dioxaborolan-2-yl)phenyl)acetamide), C1=CN(C=N1)C(=O)N2C=CN=C2 (CDI). Run in C1(=CC=CC=C1)C (toluene). Run at temperature 110 celsius. Product: COC1=CC=CN2C(N(C(C=C21)=O)C2=C(C(=CC=C2)B2OC(C(O2)(C)C)(C)C)C)=O (5-methoxy-2-(2-methyl-3-(4,4,5,5-tetramethyl-1,3,2-dioxaborolan-2-yl)phenyl)-1H-pyrido[1,2-c]pyrimidine-1,3(2H)-dione). Isolated yield 37.0%. As a reaction SMILES: [CH3:1][O:2][C:3]1[C:4]([CH2:9][C:10]([NH:12][C:13]2[CH:18]=[CH:17][CH:16]=[C:15]([B:19]3[O:23][C:22]([CH3:25])([CH3:24])[C:21]([CH3:27])([CH3:26])[O:20]3)[C:14]=2[CH3:28])=[O:11])=[N:5][CH:6]=[CH:7][CH:8]=1.C1N=CN([C:34](N2C=NC=C2)=[O:35])C=1>C1(C)C=CC=CC=1>[CH3:1][O:2][C:3]1[C:4]2[N:5]([C:34](=[O:35])[N:12]([C:13]3[CH:18]=[CH:17][CH:16]=[C:15]([B:19]4[O:23][C:22]([CH3:24])([CH3:25])[C:21]([CH3:27])([CH3:26])[O:20]4)[C:14]=3[CH3:28])[C:10](=[O:11])[CH:9]=2)[CH:6]=[CH:7][CH:8]=1. Reported procedure: A mixture of 2-(3-methoxypyridin-2-yl)-N-(2-methyl-3-(4,4,5,5-tetramethyl-1,3,2-dioxaborolan-2-yl)phenyl)acetamide (1.45 g, 3.78 mmol) and CDI (2.45 g, 15.1 mmol) in toluene (19 mL) was heated at 110° C. for 3 h. The cooled mixture was partitioned between EtOAc and water. The organic layer was washed sequentially with water and brine, dried and concentrated. The residue was purified by column chromatography on silica gel, eluting with EtOAc-hexanes, to give 5-methoxy-2-(2-methyl-3-(4,4,5,5-tetra...